From a dataset of the Open Reaction Database (ORD), a public repository of structured organic reaction records. describe an organic reaction: reactants, conditions, products, and yield The reactants are C1(=CC=CC=C1)N(C1CCN(CC1)CC(=O)OCC)C1=CC(=CC=C1)C(F)(F)F (ethyl 2-(4-(phenyl(3-(trifluoromethyl)phenyl)amino)piperidin-1-yl)-acetate), [OH-].[Na+] (sodium hydroxide). Solvent: CO (MeOH). Run at time 2 hour. Product: C1(=CC=CC=C1)N(C1CCN(CC1)CC(=O)O)C1=CC(=CC=C1)C(F)(F)F (2-(4-(phenyl(3-(trifluoromethyl)phenyl)amino)piperidin-1-yl)acetic acid). The yield is 70.5%. As a reaction SMILES: [C:1]1([N:7]([C:20]2[CH:25]=[CH:24][CH:23]=[C:22]([C:26]([F:29])([F:28])[F:27])[CH:21]=2)[CH:8]2[CH2:13][CH2:12][N:11]([CH2:14][C:15]([O:17]CC)=[O:16])[CH2:10][CH2:9]2)[CH:6]=[CH:5][CH:4]=[CH:3][CH:2]=1.[OH-].[Na+]>CO>[C:1]1([N:7]([C:20]2[CH:25]=[CH:24][CH:23]=[C:22]([C:26]([F:29])([F:27])[F:28])[CH:21]=2)[CH:8]2[CH2:13][CH2:12][N:11]([CH2:14][C:15]([OH:17])=[O:16])[CH2:10][CH2:9]2)[CH:2]=[CH:3][CH:4]=[CH:5][CH:6]=1 |f:1.2|. Procedure details: A solution of ethyl 2-(4-(phenyl(3-(trifluoromethyl)phenyl)amino)piperidin-1-yl)-acetate (1.1 g, 3 mmol) and sodium hydroxide 1N (4 ml, 4 mmol) in MeOH (15 mL) was heated to 70° C. with stirring for 2 h. Upon cooling to RT, the solvent was removed under reduced pressure. The residue was dissolved in water and the pH adjusted to 4 with 2 N HCl. The solution was extracted with DCM. The DCM layers were combined, dried (Na2SO4), and concentrated. The residue was purified with ISCO using 0-15% MeOH i... The reactants are O (Water), NC1=CC=C(C=C1)S(=O)(=O)C=CC#N (3-(4-aminobenzenesulfonyl)acrylonitrile), OC1=C(C=C(C=C1Cl)Cl)S(=O)(=O)Cl (2-hydroxy-3,5-dichlorobenzenesulfonyl chloride). Solvent: O1CCOCC1 (dioxane), O1CCOCC1 (dioxane). Conditions: time 2 hour. Product: ClC=1C(=C(C=C(C1)Cl)S(=O)(=O)NC1=CC=C(C=C1)S(=O)(=O)C=CC#N)O (3-[4-(3,5-dichloro-2-hydroxy benzenesulfonamido)-benzenesulfonyl]acrylonitrile). As a reaction SMILES: [NH2:1][C:2]1[CH:7]=[CH:6][C:5]([S:8]([CH:11]=[CH:12][C:13]#[N:14])(=[O:10])=[O:9])=[CH:4][CH:3]=1.[OH:15][C:16]1[C:21]([Cl:22])=[CH:20][C:19]([Cl:23])=[CH:18][C:17]=1[S:24](Cl)(=[O:26])=[O:25].O>O1CCOCC1>[Cl:22][C:21]1[C:16]([OH:15])=[C:17]([S:24]([NH:1][C:2]2[CH:3]=[CH:4][C:5]([S:8]([CH:11]=[CH:12][C:13]#[N:14])(=[O:10])=[O:9])=[CH:6][CH:7]=2)(=[O:26])=[O:25])[CH:18]=[C:19]([Cl:23])[CH:20]=1. Procedure: To a solution of 4.2 g (0.02 mol) of 3-(4-aminobenzenesulfonyl)acrylonitrile in 40 ml of dioxane (containing 1.6 ml pyridine) is added a solution of 5.3 g (0.02 mol) of 2-hydroxy-3,5-dichlorobenzenesulfonyl chloride in 15 ml dioxane. The second solution is slowly added to the first over a 10-minute period. The reaction mixture (which takes on an orange color) is stirred for 2 hours at room temperature and then left for 16 hours. Water is added and the precipitate is filtered off and dried, givin... Reactants: CCC(NC(=O)OC)C(=O)O, COC(=O)NC(C(=O)N1CC2(CC2)CC1c1ncc(-c2ccc(-c3ccc4cc(-c5cnc(C6CC(C#N)CN6)[nH]5)ccc4c3)cc2)[nH]1)C(C)C, CN1CCOCC1, CCOC(C)=O, Cl, Cl, Cl, CN(C)C=O, On1nnc2ccccc21. Product: CCC(NC(=O)OC)C(=O)N1CC(C#N)CC1c1ncc(-c2ccc3cc(-c4ccc(-c5cnc(C6CC7(CC7)CN6C(=O)C(NC(=O)OC)C(C)C)[nH]5)cc4)ccc3c2)[nH]1. Reaction SMILES: [CH3:1][O:2][C:3](=[O:4])[NH:5][CH:6]([C:7](=[O:8])[OH:9])[CH2:10][CH3:11].[CH3:25][O:26][C:27]([NH:28][CH:29]([CH:30]([CH3:31])[CH3:32])[C:33](=[O:34])[N:35]1[CH2:36][C:37]2([CH2:38][CH2:39]2)[CH2:40][CH:41]1[c:42]1[nH:43][c:44](-[c:47]2[cH:48][cH:49][c:50](-[c:53]3[cH:54][c:55]4[cH:56][cH:57][c:58](-[c:63]5[nH:64][c:65]([CH:68]6[NH:69][CH2:70][CH:71]([C:73]#[N:74])[CH2:72]6)[n:66][cH:67]5)[cH:59][c:60]4[cH:61][cH:62]3)[cH:51][cH:52]2)[cH:45][n:46]1)=[O:75].[CH3:76][N:77]1[CH2:78][CH2:79][O:80][CH2:81][CH2:82]1.[CH3:88][CH2:89][O:90][C:91]([CH3:92])=[O:93].[ClH:22].[ClH:23].[ClH:24].[O:83]=[CH:84][N:85]([CH3:86])[CH3:87].[OH:12][n:13]1[c:14]2[c:15]([cH:16][cH:17][cH:18][cH:19]2)[n:20][n:21]1>>[CH3:1][O:2][C:3](=[O:4])[NH:5][CH:6]([C:7](=[O:8])[N:69]1[CH:68]([c:65]2[nH:64][c:63](-[c:58]3[cH:57][cH:56][c:55]4[cH:54][c:53](-[c:50]5[cH:49][cH:48][c:47](-[c:44]6[nH:43][c:42]([CH:41]7[N:35]([C:33]([CH:29]([NH:28][C:27]([O:26][CH3:25])=[O:75])[CH:30]([CH3:31])[CH3:32])=[O:34])[CH2:36][C:37]8([CH2:38][CH2:39]8)[CH2:40]7)[n:46][cH:45]6)[cH:52][cH:51]5)[cH:62][cH:61][c:60]4[cH:59]3)[cH:67][n:66]2)[CH2:72][CH:71]([C:73]#[N:74])[CH2:70]1)[CH2:10][CH3:11]. Starting materials: C(C)C1=CC=2N(C=C1)C=C(N2)C(=O)OCC (ethyl 7-ethylimidazo[1,2-a]pyridine-2-carboxylate), [OH-].[Na+] (sodium hydroxide), Cl (hydrochloric acid). Solvent: C(C)O (ethanol), O (water). Conditions: time 1 hour. Product: C(C)C1=CC=2N(C=C1)C=C(N2)C(=O)O (7-ethylimidazo[1,2-a]pyridine-2-carboxylic acid). Yield: 80.3%. Reaction SMILES: [CH2:1]([C:3]1[CH:8]=[CH:7][N:6]2[CH:9]=[C:10]([C:12]([O:14]CC)=[O:13])[N:11]=[C:5]2[CH:4]=1)[CH3:2].[OH-].[Na+].Cl>C(O)C.O>[CH2:1]([C:3]1[CH:8]=[CH:7][N:6]2[CH:9]=[C:10]([C:12]([OH:14])=[O:13])[N:11]=[C:5]2[CH:4]=1)[CH3:2] |f:1.2|. Procedure details: To a solution of ethyl 7-ethylimidazo[1,2-a]pyridine-2-carboxylate (1.1 g) in ethanol (6 ml) and water (6 ml) was added sodium hydroxide (806 mg) at ambient temperature, and the mixture was stirred for 1 hour. The reaction mixture was adjusted to pH 3.0 with conc. hydrochloric acid. After evaporation of ehtanol, the residual crystal was collected, washed with cold water and dried to give 7-ethylimidazo[1,2-a]pyridine-2-carboxylic acid (0.77 g). The reactants are CN1CCC2c3ccccc3CCC2C1, ClC(Cl)Cl, N#CBr. Product: c1ccc2c(c1)CCC1CNCCC21. RXN SMILES: [CH3:1][N:2]1[CH2:3][CH:4]2[CH2:5][CH2:6][c:7]3[c:8]([cH:12][cH:13][cH:14][cH:15]3)[CH:9]2[CH2:10][CH2:11]1.[CH:19]([Cl:20])([Cl:21])[Cl:22].[N:16]#[C:17][Br:18]>>[NH:2]1[CH2:3][CH:4]2[CH2:5][CH2:6][c:7]3[c:8]([cH:12][cH:13][cH:14][cH:15]3)[CH:9]2[CH2:10][CH2:11]1. The reactants are CC(C)(C)N(CC(=O)Nc1cccc(-c2cc3nc(-c4cccc5[nH]ncc45)nc(N4CCOCC4)c3s2)c1)C(=O)[O-], ClCCl, O=C(O)C(F)(F)F. Yields the product NCC(=O)Nc1cccc(-c2cc3nc(-c4cccc5[nH]ncc45)nc(N4CCOCC4)c3s2)c1. As a reaction SMILES: [C:1]([N:5]([C:2](=[O:3])[O-:4])[CH2:9][C:10]([NH:11][c:12]1[cH:13][c:14](-[c:18]2[cH:19][c:20]3[n:21][c:22](-[c:33]4[c:34]5[cH:35][n:36][nH:37][c:38]5[cH:39][cH:40][cH:41]4)[n:23][c:24]([N:27]4[CH2:28][CH2:29][O:30][CH2:31][CH2:32]4)[c:25]3[s:26]2)[cH:15][cH:16][cH:17]1)=[O:42])([CH3:6])([CH3:7])[CH3:8].[Cl:43][CH2:44][Cl:45].[F:46][C:47]([F:48])([F:49])[C:50]([OH:51])=[O:52]>>[NH2:5][CH2:9][C:10]([NH:11][c:12]1[cH:13][c:14](-[c:18]2[cH:19][c:20]3[n:21][c:22](-[c:33]4[c:34]5[cH:35][n:36][nH:37][c:38]5[cH:39][cH:40][cH:41]4)[n:23][c:24]([N:27]4[CH2:28][CH2:29][O:30][CH2:31][CH2:32]4)[c:25]3[s:26]2)[cH:15][cH:16][cH:17]1)=[O:42]. Starting materials: C(=O)(OCC1=CC=CC=C1)N1[C@@H](C[C@H](C1)OS(=O)(=O)C1=CC=C(C=C1)C)COS(=O)(=O)C1=CC=C(C=C1)C ((2S,4R)-1-(carbobenzyloxy)-2-(p-toluenesulfonyloxymeth- yl)-4-(4-toluenesulfonyloxy)-pyrrolidine), CN (Methylamine), gas. The solvent is CO (methanol), CO (methanol). Reaction conditions: temperature 80 celsius. The product is C(=O)(OCC1=CC=CC=C1)N1[C@@H]2CN([C@H](C1)C2)C ((1S,4S)-2-(Carbobenzyloxy)-5-methyl-2,5-diazabicyclo[2.2.1]heptane). Isolated yield 91.0%. Reaction SMILES: [C:1]([N:11]1[CH2:15][C@H:14](OS(C2C=CC(C)=CC=2)(=O)=O)[CH2:13][C@H:12]1[CH2:27]OS(C1C=CC(C)=CC=1)(=O)=O)([O:3][CH2:4][C:5]1[CH:10]=[CH:9][CH:8]=[CH:7][CH:6]=1)=[O:2].[CH3:39][NH2:40]>CO>[C:1]([N:11]1[CH2:15][C@@H:14]2[CH2:13][C@H:12]1[CH2:27][N:40]2[CH3:39])([O:3][CH2:4][C:5]1[CH:10]=[CH:9][CH:8]=[CH:7][CH:6]=1)=[O:2]. Procedure details: A Parr bottle was charged with 22 g (40.2 mmol) of (2S,4R)-1-(carbobenzyloxy)-2-(p-toluenesulfonyloxymeth- yl)-4-(4-toluenesulfonyloxy)-pyrrolidine and 100 ml of methanol and the bottle was then tared. Methylamine gas was bubbled through the methanol solution until 12.4 g (402 mmol) of the gas had dissolved. The bottle was then sealed and heated to 80° C. After heating for 16 hours, the reaction was cooled and the solvent was evaporated at reduced pressure. The residual solids were then partitio... Reactants: C(#N)C=1OC=2C(C1)=C(C=CC2OC)C=O (2-Cyano-7-methoxybenzofuran-4-carbaldehyde), aqueous solution, C(C)(=O)O (acetic acid), S(N)(O)(=O)=O (sulfamic acid), aqueous solution, Cl(=O)[O-].[Na+] (sodium chlorite). The solvent is O (water). Yields the product C(#N)C=1OC=2C(C1)=C(C=CC2OC)C(=O)O (2-Cyano-7-methoxybenzofuran-4-carboxylic acid). RXN SMILES: [C:1]([C:3]1[O:4][C:5]2[C:6](=[C:8]([CH:14]=[O:15])[CH:9]=[CH:10][C:11]=2[O:12][CH3:13])[CH:7]=1)#[N:2].C(O)(=[O:18])C.S(=O)(=O)(O)N.Cl([O-])=O.[Na+]>O>[C:1]([C:3]1[O:4][C:5]2[C:6](=[C:8]([C:14]([OH:18])=[O:15])[CH:9]=[CH:10][C:11]=2[O:12][CH3:13])[CH:7]=1)#[N:2] |f:3.4|. Procedure: A mixture of Compound IIi (0.2 g) obtained in Reference Example 9, a 80% aqueous solution (2 ml) of acetic acid, sulfamic acid (0.145 g), and a 80% aqueous solution (0.084 g) of sodium chlorite was stirred at room temperature one night. The mixture was diluted with water, and then the precipitated solid was collected by filtration and dried to give Compound IIab (0.259 g, 83%) as white crystals.